Dataset: the Open Reaction Database (ORD), a public repository of structured organic reaction records. Task: describe an organic reaction: reactants, conditions, products, and yield Reactants: CC(=O)[O-], CN(C)C(=O)c1ccc(F)cc1, ClCCCl, [Na+], O, O, O, O, O=P(Cl)(Cl)Cl, CC(C)OC(=O)C1CCCn2cccc21. The product is CC(C)OC(=O)C1CCCn2c(C(=O)c3ccc(F)cc3)ccc21. As a reaction SMILES: [C:36]([O-:37])(=[O:38])[CH3:39].[CH3:1][N:2]([C:3]([c:4]1[cH:5][cH:6][c:7]([F:10])[cH:8][cH:9]1)=[O:11])[CH3:12].[Cl:42][CH2:43][CH2:44][Cl:45].[Na+:40].[OH2:33].[OH2:34].[OH2:35].[OH2:41].[P:13]([Cl:14])([Cl:15])([Cl:16])=[O:17].[cH:18]1[cH:19][cH:20][n:21]2[c:22]1[CH:23]([C:27](=[O:28])[O:29][CH:30]([CH3:31])[CH3:32])[CH2:24][CH2:25][CH2:26]2>>[C:3]([c:4]1[cH:5][cH:6][c:7]([F:10])[cH:8][cH:9]1)(=[O:11])[c:20]1[cH:19][cH:18][c:22]2[n:21]1[CH2:26][CH2:25][CH2:24][CH:23]2[C:27](=[O:28])[O:29][CH:30]([CH3:31])[CH3:32]. Reactants: C1(=CC=CC=C1)S(=O)(=O)N1C=C(C=2C1=NC=C(C2)CC2=CC=CC=C2)C=2C=NN(C2)C (1-Benzenesulfonyl-5-benzyl-3-(1-methyl-1H-pyrazol-4-yl)-1H-pyrrolo[2,3-b]pyridine), [OH-].[Na+] (NaOH). Run in CCO (EtOH), CCOC(=O)C (AcOEt), [Cl-].[Na+].O (brine). Conditions: temperature 90 celsius. The product is C(C1=CC=CC=C1)C=1C=C2C(=NC1)NC=C2C=2C=NN(C2)C (5-Benzyl-3-(1-methyl-1H-pyrazol-4-yl)-1H-pyrrolo[2,3-b]pyridine). Isolated yield 73.7%. Reaction SMILES: C1(S([N:10]2[C:14]3=[N:15][CH:16]=[C:17]([CH2:19][C:20]4[CH:25]=[CH:24][CH:23]=[CH:22][CH:21]=4)[CH:18]=[C:13]3[C:12]([C:26]3[CH:27]=[N:28][N:29]([CH3:31])[CH:30]=3)=[CH:11]2)(=O)=O)C=CC=CC=1.[OH-].[Na+]>CCO.CCOC(C)=O.[Cl-].[Na+].O>[CH2:19]([C:17]1[CH:18]=[C:13]2[C:12]([C:26]3[CH:27]=[N:28][N:29]([CH3:31])[CH:30]=3)=[CH:11][NH:10][C:14]2=[N:15][CH:16]=1)[C:20]1[CH:25]=[CH:24][CH:23]=[CH:22][CH:21]=1 |f:1.2,5.6.7|. Procedure details: A mixture of benzyl derivative 38 (36 mg, 0.08 mmol) and 10% NaOH solution (0.80 mL) in EtOH (2.5 mL) was heated at 90° C. After 1 h the mixture was cooled to r.t., diluted with AcOEt and saturated brine and partitioned. The aqueous layer was extracted with AcOEt (3×). The combined organic extracts were dried (MgSO4), concentrated and the residue was purified by LCMS (column LUNA 10 μ C18(2) 00G-4253-V0 250×50 mm) using water—MeCN (0.1% AcOH) as eluent (in gradient; flow 80 mL/min) to afford 39 ... The reactants are Intermediate 1, C(=O)(C(F)(F)F)O (TFA), NCCC1=CNC2=CC=CC=C12 (tryptamine), [N+](=O)([O-])C1=CC=C(C=O)C=C1 (4-nitrobenzaldehyde). The product is [N+](=O)([O-])C1=CC=C(C=C1)C1NCCC=2C3=CC=CC=C3NC12 (1-(4-Nitrophenyl)-2,3,4,9-tetrahydro-1H-β-carboline). Isolated yield 85.0%. RXN SMILES: [NH2:1][CH2:2][CH2:3][C:4]1[C:12]2[C:7](=[CH:8][CH:9]=[CH:10][CH:11]=2)[NH:6][CH:5]=1.[N+:13]([C:16]1[CH:23]=[CH:22][C:19]([CH:20]=O)=[CH:18][CH:17]=1)([O-:15])=[O:14].C(O)(C(F)(F)F)=O>>[N+:13]([C:16]1[CH:23]=[CH:22][C:19]([CH:20]2[C:5]3[NH:6][C:7]4[C:12](=[CH:11][CH:10]=[CH:9][CH:8]=4)[C:4]=3[CH2:3][CH2:2][NH:1]2)=[CH:18][CH:17]=1)([O-:15])=[O:14]. Procedure details: This product was prepared using the same procedure as for Intermediate 1 with tryptamine (2.0 g, 12.5 mmol), 4-nitrobenzaldehyde (1.88 g, 1 equiv.) and TFA (1.9 mL, 2 equiv.) to give the title compound (3.1 g, 86%) as a yellow powder. Starting materials: mixture, S(O)(O)(=O)=O (sulphuric acid), O (water), COC(CS(=O)C=1SC(=C(N1)C1=CC=C(C=C1)OC)C1=CC=C(C=C1)OC)OC (2-[4,5-bis-(p-methoxyphenyl)-thiazol-2-ylsulphinyl]-acetaldehyde-dimethylacetal), ice water. The solvent is C(C)(=O)O (acetic acid), C(C)(=O)O (acetic acid), C(Cl)Cl (methylene chloride). Yields the product COC1=CC=C(C=C1)C=1N=C(SC1C1=CC=C(C=C1)OC)S(=O)CC=O (2-[4,5-bis-(p-methoxyphenyl)-thiazol-2-ylsulphinyl]-acetaldehyde). RXN SMILES: C[O:2][CH:3](OC)[CH2:4][S:5]([C:7]1[S:8][C:9]([C:20]2[CH:25]=[CH:24][C:23]([O:26][CH3:27])=[CH:22][CH:21]=2)=[C:10]([C:12]2[CH:17]=[CH:16][C:15]([O:18][CH3:19])=[CH:14][CH:13]=2)[N:11]=1)=[O:6].S(=O)(=O)(O)O.O>C(O)(=O)C.C(Cl)Cl>[CH3:19][O:18][C:15]1[CH:16]=[CH:17][C:12]([C:10]2[N:11]=[C:7]([S:5]([CH2:4][CH:3]=[O:2])=[O:6])[S:8][C:9]=2[C:20]2[CH:25]=[CH:24][C:23]([O:26][CH3:27])=[CH:22][CH:21]=2)=[CH:13][CH:14]=1. Procedure details: 5.75 g of 2-[4,5-bis-(p-methoxyphenyl)-thiazol-2-ylsulphinyl]-acetaldehyde-dimethylacetal are dissolved in 5 ml of acetic acid. Then, while stirring, 30 ml of a mixture of 2 parts acetic acid, 1 part sulphuric acid and 1 part water are added dropwise over a period of 5 minutes. The mixture is stirred at room temperature for 30 minutes, diluted with 100 ml of methylene chloride and poured into 200 ml of ice-water. The organic layer is removed and washed with 200 ml of ice-water. The aqueous phase...